Dataset: the Open Reaction Database (ORD), a public repository of structured organic reaction records. Task: describe an organic reaction: reactants, conditions, products, and yield Reactants: BrBr (bromine), CC1C(=NNC(C1)=O)C1=CC=C(C#N)C=C1 (p-(1,4,5,6-tetrahydro-4-methyl-6-oxo-3-pyridazinyl)benzonitrile), C(C)(=O)O (acetic acid), C(C)(=O)O (acetic acid), BrBr (bromine), Br (hydrogen bromide). Run in O (water). Yields the product CC=1C(=NNC(C1)=O)C1=CC=C(C#N)C=C1 (p-(1,6-dihydro-4-methyl-6-oxo-3-pyridazinyl)benzonitrile). RXN SMILES: [CH3:1][CH:2]1[CH2:7][C:6](=[O:8])[NH:5][N:4]=[C:3]1[C:9]1[CH:16]=[CH:15][C:12]([C:13]#[N:14])=[CH:11][CH:10]=1.C(O)(=O)C.BrBr.Br>O>[CH3:1][C:2]1[C:3]([C:9]2[CH:16]=[CH:15][C:12]([C:13]#[N:14])=[CH:11][CH:10]=2)=[N:4][NH:5][C:6](=[O:8])[CH:7]=1. Procedure details: 200 g. portion of p-(1,4,5,6-tetrahydro-4-methyl-6-oxo-3-pyridazinyl)benzonitrile [Journal of Medicinal Chemistry 17,281 (1974)] is suspended in 500 ml. of glacial acetic acid with overhead stirring at stream bath temperature, then 56 ml. of liquid bromine is dissolved in an additional 500 ml. of acetic acid and this solution is added to the stirring mixture all at once. After approximatley half an hour of heating, a vigorous exothermic reaction occurs with the expulsion of the excess bromine an...